This data is from the Open Reaction Database (ORD), a public repository of structured organic reaction records. The task is: describe an organic reaction: reactants, conditions, products, and yield Reactants: compound 244, C(=O)(O)[O-].[Na+] (NaHCO3), ClC1=NC(=C2N=CN(C2=N1)C1OCCCC1)NC(C)C=1N(C(C2=C(C=CC=C2C1)C)=O)C1=CC=CC=C1 (3-(1-(2-chloro-9-(tetrahydro-2H-pyran-2-yl)-9H-purin-6-ylamino)ethyl)-8-methyl-2-phenylisoquinolin-1(2H)-one), ClC1=NC(=C2N=CN(C2=N1)C1OCCCC1)NC(C)C=1N(C(C2=C(C=CC=C2C1)C)=O)C1=CC=CC=C1 (3-(1-(2-chloro-9-(tetrahydro-2H-pyran-2-yl)-9H-purin-6-ylamino)ethyl)-8-methyl-2-phenylisoquinolin-1(2H)-one). The solvent is Cl.CCO (HCl EtOH). Conditions: time 1 hour. The product is ClC1=NC(=C2N=CNC2=N1)N[C@@H](C)C=1N(C(C2=C(C=CC=C2C1)C)=O)C1=CC=CC=C1 ((S)-3-(1-(2-chloro-9H-purin-6-ylamino)ethyl)-8-methyl-2-phenylisoquinolin-1(2H)-one), ClC1=NC(=C2N=CNC2=N1)NC(C)C=1N(C(C2=C(C=CC=C2C1)C)=O)C1=CC=CC=C1 (3-(1-(2-chloro-9H-purin-6-ylamino)ethyl)-8-methyl-2-phenylisoquinolin-1(2H)-one). Yield: 180.0%. Reaction SMILES: [Cl:1][C:2]1[N:10]=[C:9]2[C:5]([N:6]=[CH:7][N:8]2C2CCCCO2)=[C:4]([NH:17][CH:18]([C:20]2[N:21]([C:32]3[CH:37]=[CH:36][CH:35]=[CH:34][CH:33]=3)[C:22](=[O:31])[C:23]3[C:28]([CH:29]=2)=[CH:27][CH:26]=[CH:25][C:24]=3[CH3:30])[CH3:19])[N:3]=1.C([O-])(O)=O.[Na+]>Cl.CCO>[Cl:1][C:2]1[N:10]=[C:9]2[C:5]([N:6]=[CH:7][NH:8]2)=[C:4]([NH:17][C@H:18]([C:20]2[N:21]([C:32]3[CH:37]=[CH:36][CH:35]=[CH:34][CH:33]=3)[C:22](=[O:31])[C:23]3[C:28]([CH:29]=2)=[CH:27][CH:26]=[CH:25][C:24]=3[CH3:30])[CH3:19])[N:3]=1.[Cl:1][C:2]1[N:10]=[C:9]2[C:5]([N:6]=[CH:7][NH:8]2)=[C:4]([NH:17][CH:18]([C:20]2[N:21]([C:32]3[CH:37]=[CH:36][CH:35]=[CH:34][CH:33]=3)[C:22](=[O:31])[C:23]3[C:28]([CH:29]=2)=[CH:27][CH:26]=[CH:25][C:24]=3[CH3:30])[CH3:19])[N:3]=1 |f:1.2,3.4|. Procedure: 3-(1-(2-Chloro-9-(tetrahydro-2H-pyran-2-yl)-9H-purin-6-ylamino)ethyl)-8-methyl-2-phenylisoquinolin-1(2H)-one (compound 5303) (172 mg, 0.33 mmol) was dissolved in HCl/EtOH (3 M, 5 mL) and the resulting mixture was stirred at room temperature for 1 h. The mixture was neutralized with saturated NaHCO3 aqueous solution to pH=7-8, and then extracted with CH2Cl2 (50 mL×3). The combined organic layer was washed with brine, dried over Na2SO4 and filtered. The filtrate was concentrated in vacuo and recry... Starting materials: CC(C)(C)[Si](C)(C)Oc1ccc(-c2ccc(O)cc2)cc1, CCOC(=O)C(Cc1ccc(OCCCO)cc1)OC, Cc1ccccc1, CC(C)OC(=O)N=NC(=O)OC(C)C. Product: CCOC(=O)C(Cc1ccc(OCCCOc2ccc(-c3ccc(O[Si](C)(C)C(C)(C)C)cc3)cc2)cc1)OC. Reaction SMILES: [C:21]([CH3:22])([CH3:23])([CH3:24])[Si:25]([O:26][c:27]1[cH:28][cH:29][c:30](-[c:33]2[cH:34][cH:35][c:36]([OH:39])[cH:37][cH:38]2)[cH:31][cH:32]1)([CH3:40])[CH3:41].[CH2:1]([CH3:2])[O:3][C:4]([CH:5]([CH2:6][c:7]1[cH:8][cH:9][c:10]([O:13][CH2:14][CH2:15][CH2:16][OH:17])[cH:11][cH:12]1)[O:18][CH3:19])=[O:20].[CH3:56][c:57]1[cH:58][cH:59][cH:60][cH:61][cH:62]1.[O:42]=[C:43]([O:44][CH:45]([CH3:46])[CH3:47])[N:48]=[N:49][C:50]([O:51][CH:52]([CH3:53])[CH3:54])=[O:55]>>[CH2:1]([CH3:2])[O:3][C:4]([CH:5]([CH2:6][c:7]1[cH:8][cH:9][c:10]([O:13][CH2:14][CH2:15][CH2:16][O:17][c:36]2[cH:35][cH:34][c:33](-[c:30]3[cH:29][cH:28][c:27]([O:26][Si:25]([C:21]([CH3:22])([CH3:23])[CH3:24])([CH3:40])[CH3:41])[cH:32][cH:31]3)[cH:38][cH:37]2)[cH:11][cH:12]1)[O:18][CH3:19])=[O:20].